The task is: describe an organic reaction: reactants, conditions, products, and yield. This data is from the Open Reaction Database (ORD), a public repository of structured organic reaction records. Reactants: BrC=1C=C(C=O)C=CC1 (3-bromobenzaldehyde), C(C)OC(OCC)OCC (triethylorthoformate), Cl (HCl), ice H2O. The solvent is C(C)O (ethanol). Product: C(C)OC(C1=CC(=CC=C1)Br)OCC (3-bromobenzaldehyde diethyl acetal). The yield is 108.4%. Reaction SMILES: [Br:1][C:2]1[CH:3]=[C:4]([CH:7]=[CH:8][CH:9]=1)C=O.C(O[CH:13]([O:17][CH2:18][CH3:19])[O:14][CH2:15][CH3:16])C.Cl>C(O)C>[CH2:18]([O:17][CH:13]([O:14][CH2:15][CH3:16])[C:8]1[CH:7]=[CH:4][CH:3]=[C:2]([Br:1])[CH:9]=1)[CH3:19]. Procedure details: To a stirred solution of 3-bromobenzaldehyde (22.38 g, 121 mmol) in ethanol (150 mL) was added triethylorthoformate (27 g, 181 mmol) and concentrated HCl (0.5 mL). The mixture was heated to reflux for 3 hours and allowed to cool to ambient temperature. The reaction mixture was poured into ice/H2O and extracted thoroughly with hexanes. The combined organic extracts were washed with water and brine, dried (MgSO4) and concentrated in vacuo to give 34 g of 3-bromobenzaldehyde diethyl acetal as a col... The reactants are CC1(C2CCC(C1C2)NS(=O)(=O)C2=CC=C(CCC1(COC(OC1)(C)C)NC(OC(C)(C)C)=O)C=C2)C (tert-Butyl 5-(4-(N-(6,6-dimethylbicyclo[3.1.1]heptan-2-yl)sulfamoyl)phenethyl)-2,2-dimethyl-1,3-dioxan-5-ylcarbamate), C(C)(C)(C)OC(NC1(COC(OC1)(C)C)CCC1=CC=C(C=C1)S(=O)(=O)N1C=C(C2=CC=C(C=C12)OC)C(C1=CC(=C(C(=C1)OC)OC)OC)=O)=O (tert-butyl-5-(4-(6-methoxy-3-(3,4,5-trimethoxybenzoyl)-1H-indol-1-ylsulfonyl)-phenethyl)-2,2-dimethyl-1,3-dioxan-5-ylcarbamate). Yields the product NC(CCC1=CC=C(C=C1)S(=O)(=O)NC1C2C(C(CC1)C2)(C)C)(CO)CO (4-(3-Amino-4-hydroxy-3-(hydroxymethyl)butyl)-N-(6,6-dimethylbicyclo[3.1.1]heptan-2-yl)benzenesulfonamide). The yield is 80.0%. RXN SMILES: [CH3:1][C:2]1([CH3:37])[CH:7]2[CH2:8][CH:3]1[CH2:4][CH2:5][CH:6]2[NH:9][S:10]([C:13]1[CH:36]=[CH:35][C:16]([CH2:17][CH2:18][C:19]2([NH:27]C(=O)OC(C)(C)C)[CH2:24][O:23]C(C)(C)[O:21][CH2:20]2)=[CH:15][CH:14]=1)(=[O:12])=[O:11].C(OC(=O)NC1(CCC2C=CC(S(N3C4C(=CC=C(OC)C=4)C(C(=O)C4C=C(OC)C(OC)=C(OC)C=4)=C3)(=O)=O)=CC=2)COC(C)(C)OC1)(C)(C)C>>[NH2:27][C:19]([CH2:20][OH:21])([CH2:24][OH:23])[CH2:18][CH2:17][C:16]1[CH:35]=[CH:36][C:13]([S:10]([NH:9][CH:6]2[CH2:5][CH2:4][CH:3]3[CH2:8][CH:7]2[C:2]3([CH3:37])[CH3:1])(=[O:12])=[O:11])=[CH:14][CH:15]=1. Procedure details: When the product of Step C was substituted for tert-butyl-5-(4-(6-methoxy-3-(3,4,5-trimethoxybenzoyl)-1H-indol-1-ylsulfonyl)-phenethyl)-2,2-dimethyl-1,3-dioxan-5-ylcarbamate in Example 13, Step F, the similar process afforded the title compound in 80% yield, as colourless solid. 1H-NMR (D2O) 0.67 (s, 3H); 0.94 (s, 3H); 1.14-1.17 (m, 2H); 1.71 (m, 6H); 1.88-2.01 (b, 4H); 2.17 (m, 1H); 2.67-2.78 (m, 4H); 3.68 (s, 4H); 7.42 (d, 2H, J=8.17 Hz); 7.70 (d, 2H, J=8.18 Hz). Reactants: CS(C)=O, COc1ccc2c(c1)C(=O)C(=O)N2, Cl, O. The product is COc1ccc2c(c1)CC(=O)N2. As a reaction SMILES: [CH3:15][S:16]([CH3:17])=[O:18].[CH3:1][O:2][c:3]1[cH:4][c:5]2[c:9]([cH:10][cH:11]1)[NH:8][C:7](=[O:12])[C:6]2=[O:13].[ClH:14].[OH2:19]>>[CH3:1][O:2][c:3]1[cH:4][c:5]2[c:9]([cH:10][cH:11]1)[NH:8][C:7](=[O:12])[CH2:6]2. Reactants: ClC1=C(C#N)C=CC=C1Cl (2,3-Dichlorobenzonitrile), C(CS)(=O)OC (methyl thioglycolate), C([O-])([O-])=O.[Na+].[Na+] (sodium carbonate), CCCCCC.CCOC(=O)C (hexane EtOAc). The solvent is CO (methanol). Product: NC1=C(SC2=C1C=CC=C2Cl)C(=O)OC (3-Amino-2-carbomethoxy-7-chloro-benzthiophene). Yield: 12.0%. Reaction SMILES: Cl[C:2]1[C:9]([Cl:10])=[CH:8][CH:7]=[CH:6][C:3]=1[C:4]#[N:5].[C:11]([O:15][CH3:16])(=[O:14])[CH2:12][SH:13].C(=O)([O-])[O-].[Na+].[Na+].CCCCCC.CCOC(C)=O>CO>[NH2:5][C:4]1[C:3]2[CH:6]=[CH:7][CH:8]=[C:9]([Cl:10])[C:2]=2[S:13][C:12]=1[C:11]([O:15][CH3:16])=[O:14] |f:2.3.4,5.6|. Procedure details: The product from Example 56B (1.7 g, 10 mmol) was treated with 1 eq of methyl thioglycolate and 1 eq sodium carbonate in methanol as described in Example 41A to give after chromatography (4:1 hexane/EtOAc) the title compound in 12% yield. 1H NMR (300 MHz, CDCl3) d 3.81 (s, 3H), 5.90 (bs, 2H), 7.34 (t, J=8 Hz, 1H), 7.48 (dd, J=8.1 Hz, 1H), 7.56 (dd, J=8,1 Hz, 1H). MS (DCI/NH3) m/e 259 (M+NH4)+. The reactants are COC=1C=C2C(=CC=NC2=CC1OC)OC1=CC=C(C=C1)N (6,7-Dimethoxy-4-(4-aminophenoxy)quinoline), C(C)(C)C1=C(C=CC=C1)N=C=O (2-isopropylphenyl isocyanate). Run in C1(=CC=CC=C1)C (toluene). Product: C(C)(C)C1=C(C=CC=C1)NC(=O)NC1=CC=C(C=C1)OC1=CC=NC2=CC(=C(C=C12)OC)OC (N-(2-Isopropylphenyl)-N'-{4-[(6,7-dimethoxy-4-quinolyl)oxy]phenyl}urea). Yield: 20.0%. RXN SMILES: [CH3:1][O:2][C:3]1[CH:4]=[C:5]2[C:10](=[CH:11][C:12]=1[O:13][CH3:14])[N:9]=[CH:8][CH:7]=[C:6]2[O:15][C:16]1[CH:21]=[CH:20][C:19]([NH2:22])=[CH:18][CH:17]=1.[CH:23]([C:26]1[CH:31]=[CH:30][CH:29]=[CH:28][C:27]=1[N:32]=[C:33]=[O:34])([CH3:25])[CH3:24]>C1(C)C=CC=CC=1>[CH:23]([C:26]1[CH:31]=[CH:30][CH:29]=[CH:28][C:27]=1[NH:32][C:33]([NH:22][C:19]1[CH:18]=[CH:17][C:16]([O:15][C:6]2[C:5]3[C:10](=[CH:11][C:12]([O:13][CH3:14])=[C:3]([O:2][CH3:1])[CH:4]=3)[N:9]=[CH:8][CH:7]=2)=[CH:21][CH:20]=1)=[O:34])([CH3:25])[CH3:24]. Procedure: 6,7-Dimethoxy-4-(4-aminophenoxy)quinoline (44 mg) was dissolved in toluene (5 ml) with heat, 2-isopropylphenyl isocyanate (0.2 ml) was added, and the admixture was refluxed with heat for 80 minutes. The resulting residue was purified by column chromatography on silica gel eluting with chloroform/acetone (10/1) to obtain 14 mg of the title compound (yield: 20%). Starting materials: CN1N=C(C(=C1)C1=CC=NC=C1)C1=CC=C(OCC2=NC3=CC=CC=C3C=C2)C=C1 (2-[4-(1-Methyl-4-pyridin-4-yl-1H-pyrazol-3-yl)-phenoxymethyl]-quinoline), FC=1C=C(C=CC1OCC1=NC2=CC=CC=C2C=C1)C(CC1=CC=NC=C1)=O (1-[3-Fluoro-4-(quinolin-2-ylmethoxy)-phenyl]-2-pyridin-4-yl-ethanone). The product is FC1=C(OCC2=NC3=CC=CC=C3C=C2)C=CC(=C1)C1=NN(C=C1C1=CC=NC=C1)C (2-[2-Fluoro-4-(1-methyl-4-pyridin-4-yl-1H-pyrazol-3-yl)-phenoxymethyl]-quinoline). Reaction SMILES: [CH3:1][N:2]1[CH:6]=[C:5]([C:7]2[CH:12]=[CH:11][N:10]=[CH:9][CH:8]=2)[C:4]([C:13]2[CH:30]=[CH:29][C:16]([O:17][CH2:18][C:19]3[CH:28]=[CH:27][C:26]4[C:21](=[CH:22][CH:23]=[CH:24][CH:25]=4)[N:20]=3)=[CH:15][CH:14]=2)=[N:3]1.[F:31]C1C=C(C(=O)CC2C=CN=CC=2)C=CC=1OCC1C=CC2C(=CC=CC=2)N=1>>[F:31][C:29]1[CH:30]=[C:13]([C:4]2[C:5]([C:7]3[CH:8]=[CH:9][N:10]=[CH:11][CH:12]=3)=[CH:6][N:2]([CH3:1])[N:3]=2)[CH:14]=[CH:15][C:16]=1[O:17][CH2:18][C:19]1[CH:28]=[CH:27][C:26]2[C:21](=[CH:22][CH:23]=[CH:24][CH:25]=2)[N:20]=1. Reported procedure: Following the procedure for the preparation of 2-[4-(1-Methyl-4-pyridin-4-yl-1H-pyrazol-3-yl)-phenoxymethyl]-quinoline but substituting 1-[3-Fluoro-4-(quinolin-2-ylmethoxy)-phenyl]-2-pyridin-4-yl-ethanone provided the title compound. 1H NMR (400 MHz, CDCl3) δ 8.47 (d, J=6.2 Hz, 2H), 8.21 (d, J=8.3 Hz, 1H), 8.05 (d, J=8.7 Hz, 1 H), 7.83 (d, J=7.9 Hz, 2H), 7.72 (m, 2H), 7.55 (m, 2H), 7.16 (m, 2 H), 7.07 (m, 1H), 6.99 (m, 2H), 5.45 (s, 2 H), 3.95 (s, 3H); MS: (M+H m/z=411.0).